This data is from the Open Reaction Database (ORD), a public repository of structured organic reaction records. The task is: describe an organic reaction: reactants, conditions, products, and yield Starting materials: CC(NC(=O)Cc1cc(F)cc(F)c1)C(=O)O, NC1C(=O)NCc2cc(F)ccc21. The product is CC(NC(=O)Cc1cc(F)cc(F)c1)C(=O)NC1C(=O)NCc2cc(F)ccc21. As a reaction SMILES: [F:1][c:2]1[cH:3][c:4]([CH2:9][C:10](=[O:11])[NH:12][CH:13]([CH3:14])[C:15](=[O:16])[OH:17])[cH:5][c:6]([F:8])[cH:7]1.[NH2:18][CH:19]1[C:20](=[O:30])[NH:21][CH2:22][c:23]2[cH:24][c:25]([F:29])[cH:26][cH:27][c:28]21>>[F:1][c:2]1[cH:3][c:4]([CH2:9][C:10](=[O:11])[NH:12][CH:13]([CH3:14])[C:15](=[O:17])[NH:18][CH:19]2[C:20](=[O:30])[NH:21][CH2:22][c:23]3[cH:24][c:25]([F:29])[cH:26][cH:27][c:28]32)[cH:5][c:6]([F:8])[cH:7]1. The reactants are solution, C(CCC)[Li] (n-butyllithium), CCCCCC (n-hexane), [Cl-].[NH4+] (ammonium chloride), C(C)(C)(C)OC(=O)NC=1SC(=C(N1)C=1OC=CC1)C=O (2-(tert-Butoxycarbonylamino)-5-formyl-4-(2-furyl)thiazole). The solvent is C1CCOC1 (THF). Conditions: time 2 hour. The product is O1C(=CC=C1)C=1N=C(SC1C(CCCC)O)NC(OC(C)(C)C)=O (tert-Butyl N-[4-(2-furyl)-5-(1-hydroxypentyl)thiazol-2-yl]carbamate). The yield is 63.0%. As a reaction SMILES: [C:1]([O:5][C:6]([NH:8][C:9]1[S:10][C:11]([CH:19]=[O:20])=[C:12]([C:14]2[O:15][CH:16]=[CH:17][CH:18]=2)[N:13]=1)=[O:7])([CH3:4])([CH3:3])[CH3:2].[CH2:21]([Li])[CH2:22][CH2:23][CH3:24].CCCCCC.[Cl-].[NH4+]>C1COCC1>[O:15]1[CH:16]=[CH:17][CH:18]=[C:14]1[C:12]1[N:13]=[C:9]([NH:8][C:6](=[O:7])[O:5][C:1]([CH3:4])([CH3:2])[CH3:3])[S:10][C:11]=1[CH:19]([OH:20])[CH2:21][CH2:22][CH2:23][CH3:24] |f:3.4|. Procedure details: Compound 92 (298 mg, 1.01 mmol) was dissolved in THF (10 mL), and a 1.59 mol/L solution of n-butyllithium in n-hexane (5.70 mL, 9.06 mmol) was added thereto in a stream of argon at −78° C., followed by stirring at room temperature for 2 hours. A saturated aqueous solution of ammonium chloride was added to the reaction mixture, followed by extraction with chloroform. The organic layer was dried over anhydrous magnesium sulfate, and then the solvent was distilled away under reduced pressure. The r... Starting materials: Cl (HCl), COC1=C(C=CC=C1)N1CCN(CCC1)C(=O)OC(C)(C)C (tert-butyl 4-(2-methoxyphenyl)-1,4-diazepane-1-carboxylate). Run in CCOC(=O)C (EtOAc), CCOC(=O)C (EtOAc). Conditions: time 1.5 hour. Yields the product Cl.COC1=C(C=CC=C1)N1CCNCCC1 (1-(2-methoxyphenyl)-1,4-diazepane hydrochloride). Yield: 64.0%. Reaction SMILES: [ClH:1].[CH3:2][O:3][C:4]1[CH:9]=[CH:8][CH:7]=[CH:6][C:5]=1[N:10]1[CH2:16][CH2:15][CH2:14][N:13](C(OC(C)(C)C)=O)[CH2:12][CH2:11]1>CCOC(C)=O>[ClH:1].[CH3:2][O:3][C:4]1[CH:9]=[CH:8][CH:7]=[CH:6][C:5]=1[N:10]1[CH2:16][CH2:15][CH2:14][NH:13][CH2:12][CH2:11]1 |f:3.4|. Procedure: Excess HCl in EtOAc was added dropwise to a solution of intermediate 28 (396 mg, 1.29 mmol) in EtOAc and the reaction mixture was stirred at rt for 1.5 h. Filtration gave 1-(2-methoxyphenyl)-1,4-diazepane hydrochloride (intermediate 29) (200 mg, 64%) as a white solid. Starting materials: ClC=1C=C2C(=CNC2=CC1)C1CCNCC1 (5-chloro-3-(piperidin-4-yl)-1H-indole), BrCCCN1C(CCC2=CC=CC=C12)=O (1-(3-bromopropan-1-yl)-3,4-dihydroquinolin-2(1H)-one). Product: Cl.ClC=1C=C2C(=CNC2=CC1)C1CCN(CC1)CCCN1C(CCC2=CC=CC=C12)=O (5-Chloro-3-{1-[3-(2-oxo-3,4-dihydro-2H-quinolin-1-yl)propan-1-yl]piperidin-4-yl}-1H-indole, hydrochloride). Reaction SMILES: [Cl:1][C:2]1[CH:3]=[C:4]2[C:8](=[CH:9][CH:10]=1)[NH:7][CH:6]=[C:5]2[CH:11]1[CH2:16][CH2:15][NH:14][CH2:13][CH2:12]1.Br[CH2:18][CH2:19][CH2:20][N:21]1[C:30]2[C:25](=[CH:26][CH:27]=[CH:28][CH:29]=2)[CH2:24][CH2:23][C:22]1=[O:31]>>[ClH:1].[Cl:1][C:2]1[CH:3]=[C:4]2[C:8](=[CH:9][CH:10]=1)[NH:7][CH:6]=[C:5]2[CH:11]1[CH2:16][CH2:15][N:14]([CH2:18][CH2:19][CH2:20][N:21]2[C:30]3[C:25](=[CH:26][CH:27]=[CH:28][CH:29]=3)[CH2:24][CH2:23][C:22]2=[O:31])[CH2:13][CH2:12]1 |f:2.3|. Procedure details: from 5-chloro-3-(piperidin-4-yl)-1H-indole and 1-(3-bromopropan-1-yl)-3,4-dihydroquinolin-2(1H)-one. Mp 142-146° C. 1H NMR (DMSO-d6): 1.95-2.15 (m, 6H); 2.60 (t, 2H); 2.90 (t, 2H); 2.95-3.15 (3H); 3.15-3.20 (m, 2H); 3.55 (d, 2H); 3.95 (t, 2H); 7.00-7.10 (m, 2H); 7.20-7.30 (m, 4H); 7.35 (d, 1H); 7.75 (s, 1H), 11.30 (broad s, 1H); 11.15 (s, 1H). MS m/z: 422 (MH+), 188. The reactants are O=C(Cl)C(=O)Cl, ClCCl, Cn1ccc(NC(=O)C(CC2CCCC2)c2ccc(S(C)(=O)=O)c(Cl)c2)n1, Nc1ccn(Cc2ccc(Cl)cc2)n1, Cc1cccc(C)n1. Yields the product CS(=O)(=O)c1ccc(C(CC2CCCC2)C(=O)Nc2ccn(Cc3ccc(Cl)cc3)n2)cc1Cl. Reaction SMILES: [C:28]([Cl:29])(=[O:30])[C:31]([Cl:32])=[O:33].[CH2:56]([Cl:57])[Cl:58].[Cl:1][c:2]1[cH:3][c:4]([CH:12]([C:13](=[O:14])[NH:15][c:16]2[n:17][n:18]([CH3:21])[cH:19][cH:20]2)[CH2:22][CH:23]2[CH2:24][CH2:25][CH2:26][CH2:27]2)[cH:5][cH:6][c:7]1[S:8](=[O:9])(=[O:10])[CH3:11].[Cl:42][c:43]1[cH:44][cH:45][c:46]([CH2:47][n:48]2[cH:49][cH:50][c:51]([NH2:52])[n:53]2)[cH:54][cH:55]1.[n:34]1[c:35]([CH3:36])[cH:37][cH:38][cH:39][c:40]1[CH3:41]>>[Cl:1][c:2]1[cH:3][c:4]([CH:12]([C:13](=[O:14])[NH:15][c:16]2[n:17][n:18]([CH2:21][c:46]3[cH:45][cH:44][c:43]([Cl:42])[cH:55][cH:54]3)[cH:19][cH:20]2)[CH2:22][CH:23]2[CH2:24][CH2:25][CH2:26][CH2:27]2)[cH:5][cH:6][c:7]1[S:8](=[O:9])(=[O:10])[CH3:11].